Dataset: the Open Reaction Database (ORD), a public repository of structured organic reaction records. Task: describe an organic reaction: reactants, conditions, products, and yield Reactants: COc1cccc(C(=O)O)c1OC, O=C(Cl)C(=O)Cl, ClCCl, CN(C)C=O. The product is COc1cccc(C(=O)Cl)c1OC. RXN SMILES: [CH3:1][O:2][c:3]1[c:4]([C:5](=[O:6])[OH:7])[cH:8][cH:9][cH:10][c:11]1[O:12][CH3:13].[Cl:19][C:20]([C:21]([Cl:22])=[O:23])=[O:24].[Cl:25][CH2:26][Cl:27].[O:14]=[CH:15][N:16]([CH3:17])[CH3:18]>>[CH3:1][O:2][c:3]1[c:4]([C:5](=[O:6])[Cl:19])[cH:8][cH:9][cH:10][c:11]1[O:12][CH3:13]. The reactants are C(O)([O-])=O.[Na+] (sodium hydrogen carbonate), C1(CC1)C1=C2C(=CC=3CCN(CCC31)C(=O)OC(C)(C)C)OCCN2C[C@H](COS(=O)(=O)C2=CC=C(C=C2)C)OC (t-butyl 5-cyclopropyl-4-[(2R)-2-methoxy-3-{[(4-methylphenyl)sulfonyl]oxy}propyl]-3,4,6,7,9,10-hexahydro[1,4]oxazino[2,3-h][3]benzazepine-8(2H)-carboxylate), solution, [F-].C(CCC)[N+](CCCC)(CCCC)CCCC (tetrabutylammonium fluoride). Run in C1CCOC1 (THF). Conditions: temperature 60 celsius, time 13 hour. The product is C1(CC1)C1=C2C(=CC=3CCN(CCC31)C(=O)OC(C)(C)C)OCCN2C[C@H](CF)OC (t-butyl 5-cyclopropyl-4-[(2R)-3-fluoro-2-methoxypropyl]-3,4,6,7,9,10-hexahydro[1,4]oxazino[2,3-h][3]benzazepine-8(2H)-carboxylate). RXN SMILES: [CH:1]1([C:4]2[C:14]3[CH2:13][CH2:12][N:11]([C:15]([O:17][C:18]([CH3:21])([CH3:20])[CH3:19])=[O:16])[CH2:10][CH2:9][C:8]=3[CH:7]=[C:6]3[O:22][CH2:23][CH2:24][N:25]([CH2:26][C@@H:27]([O:40][CH3:41])[CH2:28]OS(C4C=CC(C)=CC=4)(=O)=O)[C:5]=23)[CH2:3][CH2:2]1.[F-:42].C([N+](CCCC)(CCCC)CCCC)CCC.C(=O)([O-])O.[Na+]>C1COCC1>[CH:1]1([C:4]2[C:14]3[CH2:13][CH2:12][N:11]([C:15]([O:17][C:18]([CH3:21])([CH3:20])[CH3:19])=[O:16])[CH2:10][CH2:9][C:8]=3[CH:7]=[C:6]3[O:22][CH2:23][CH2:24][N:25]([CH2:26][C@@H:27]([O:40][CH3:41])[CH2:28][F:42])[C:5]=23)[CH2:3][CH2:2]1 |f:1.2,3.4|. Procedure: To 400 mg of t-butyl 5-cyclopropyl-4-[(2R)-2-methoxy-3-{[(4-methylphenyl)sulfonyl]oxy}propyl]-3,4,6,7,9,10-hexahydro[1,4]oxazino[2,3-h][3]benzazepine-8(2H)-carboxylate was added 7 ml of a 1 M solution of tetrabutylammonium fluoride in THF, followed by heating and stirring at 60° C. for 13 hours under an argon atmosphere. The reaction mixture was cooled to room temperature and a saturated aqueous sodium hydrogen carbonate solution was added thereto, followed by extraction with ethyl acetate twice...